This data is from the Open Reaction Database (ORD), a public repository of structured organic reaction records. The task is: describe an organic reaction: reactants, conditions, products, and yield The reactants are CON1CCC(Sc2cn(C)c3ccc(Br)cc23)CC1, O=C=O, [Cl-], [Li]CCCC, [NH4+], C1CCOC1. Yields the product CON1CCC(Sc2cn(C)c3ccc(C(=O)O)cc23)CC1. RXN SMILES: [Br:6][c:7]1[cH:8][c:9]2[c:10]([S:17][CH:18]3[CH2:19][CH2:20][N:21]([O:24][CH3:25])[CH2:22][CH2:23]3)[cH:11][n:12]([CH3:16])[c:13]2[cH:14][cH:15]1.[C:26](=[O:27])=[O:28].[Cl-:29].[Li:1][CH2:2][CH2:3][CH2:4][CH3:5].[NH4+:30].[O:31]1[CH2:32][CH2:33][CH2:34][CH2:35]1>>[c:7]1([C:26](=[O:27])[OH:28])[cH:8][c:9]2[c:10]([S:17][CH:18]3[CH2:19][CH2:20][N:21]([O:24][CH3:25])[CH2:22][CH2:23]3)[cH:11][n:12]([CH3:16])[c:13]2[cH:14][cH:15]1. Reactants: CN(C)C=O, O=C(Cl)C(=O)Cl, ClCCl, O=C(O)c1ccc(Cc2ccc([N+](=O)[O-])cc2)cc1. Yields the product O=C(Cl)c1ccc(Cc2ccc([N+](=O)[O-])cc2)cc1. Reaction SMILES: [CH3:26][N:27]([CH3:28])[CH:29]=[O:30].[Cl:20][C:21]([C:22]([Cl:23])=[O:24])=[O:25].[Cl:31][CH2:32][Cl:33].[N+:1](=[O:2])([O-:3])[c:4]1[cH:5][cH:6][c:7]([CH2:8][c:9]2[cH:10][cH:11][c:12]([C:13](=[O:14])[OH:15])[cH:16][cH:17]2)[cH:18][cH:19]1>>[N+:1](=[O:2])([O-:3])[c:4]1[cH:5][cH:6][c:7]([CH2:8][c:9]2[cH:10][cH:11][c:12]([C:13](=[O:14])[Cl:20])[cH:16][cH:17]2)[cH:18][cH:19]1.